Task: describe an organic reaction: reactants, conditions, products, and yield. Dataset: the Open Reaction Database (ORD), a public repository of structured organic reaction records The reactants are O.O.O.N1=C(C(=CC2=CC=CC=C12)C(=O)O)C(=O)O (2,3-quinolinedicarboxylic acid-trihydrate). The solvent is C(C)(=O)OC(C)=O (acetic anhydride). Run at temperature 85 celsius, time 1 hour. The product is N1=C2C(=CC3=CC=CC=C13)C(=O)OC2=O (2,3-quinolinedicarboxylic anhydride). RXN SMILES: O.O.O.[N:4]1[C:13]2[C:8](=[CH:9][CH:10]=[CH:11][CH:12]=2)[CH:7]=[C:6]([C:14]([OH:16])=O)[C:5]=1[C:17]([OH:19])=[O:18]>C(OC(=O)C)(=O)C>[N:4]1[C:13]2[C:8](=[CH:9][CH:10]=[CH:11][CH:12]=2)[CH:7]=[C:6]2[C:14]([O:19][C:17](=[O:18])[C:5]=12)=[O:16] |f:0.1.2.3|. Reported procedure: A mixture of 2,3-quinolinedicarboxylic acid-trihydrate (0.141 mol) in acetic anhydride (125 mL) is heated at 85° C. for one-half hour and then at 100° C. for one hour. The reaction mixture is then cooled to room temperature, filtered and the solids washed with ethyl ether to afford the desired 2,3-quinolinedicarboxylic anhydride, mp 225°-228° C. Reactants: C(C)(C)(C)C=1C=C(N(N1)C1=CC(=CC(=C1)O[Si](C(C)C)(C(C)C)C(C)C)C)N (5-tert-Butyl-2-(3-methyl-5-triisopropylsilanyloxy-phenyl)-2H-pyrazol-3-ylamine), [OH-].[Na+] (sodium hydroxide), ClC(=O)OCC(Cl)(Cl)Cl (2,2,2-trichloroethyl chloroformate). Run in CCOC(=O)C (EtOAc), C(C)(=O)OCC (ethyl acetate). Run at time 5 minute. Yields the product ClC(COC(NC=1N(N=C(C1)C(C)(C)C)C1=CC(=CC(=C1)O[Si](C(C)C)(C(C)C)C(C)C)C)=O)(Cl)Cl ([5-tert-Butyl-2-(3-methyl-5-triisopropylsilanyloxy-phenyl)-2H-pyrazol-3-yl]-carbamic acid 2,2,2-trichloro-ethyl ester). The yield is 103.0%. RXN SMILES: [C:1]([C:5]1[CH:6]=[C:7]([NH2:28])[N:8]([C:10]2[CH:15]=[C:14]([O:16][Si:17]([CH:24]([CH3:26])[CH3:25])([CH:21]([CH3:23])[CH3:22])[CH:18]([CH3:20])[CH3:19])[CH:13]=[C:12]([CH3:27])[CH:11]=2)[N:9]=1)([CH3:4])([CH3:3])[CH3:2].[OH-].[Na+].Cl[C:32]([O:34][CH2:35][C:36]([Cl:39])([Cl:38])[Cl:37])=[O:33]>C(OCC)(=O)C>[Cl:37][C:36]([Cl:39])([Cl:38])[CH2:35][O:34][C:32](=[O:33])[NH:28][C:7]1[N:8]([C:10]2[CH:15]=[C:14]([O:16][Si:17]([CH:18]([CH3:20])[CH3:19])([CH:24]([CH3:26])[CH3:25])[CH:21]([CH3:22])[CH3:23])[CH:13]=[C:12]([CH3:27])[CH:11]=2)[N:9]=[C:5]([C:1]([CH3:2])([CH3:3])[CH3:4])[CH:6]=1 |f:1.2|. Procedure: To a solution of Intermediate 54b (0.73 g, assumed 1.70 mmol) in ethyl acetate (8 mL) was added 1N sodium hydroxide solution (4.5 mL, 4.50 mmol). Stirred for 5 min then 2,2,2-trichloroethyl chloroformate (275 μL, 2.00 mmol) was added and the mixture stirred vigorously at RT for 3.5 h. Diluted with EtOAc, washed with water and brine, dried, and concentrated in vacuo. The residue was purified by FCC, using 0-15% EtOAc in cyclohexane, to give the still impure title compound (1.01 g). 1H NMR (300 MH...